This data is from the Open Reaction Database (ORD), a public repository of structured organic reaction records. The task is: describe an organic reaction: reactants, conditions, products, and yield The reactants are O=C(Cl)Cl, Cc1ccc(C)[nH]1, Cc1ccccc1, Cc1cccc(C2CC2)c1Oc1nnc(Cl)cc1O, O, Cc1ccccc1, c1ccncc1. The product is Cc1cccc(C2CC2)c1Oc1nnc(Cl)cc1OC(=O)n1c(C)ccc1C. Reaction SMILES: [C:21](=[O:22])([Cl:23])[Cl:24].[CH3:1][c:2]1[nH:3][c:4]([CH3:7])[cH:5][cH:6]1.[CH3:45][c:46]1[cH:47][cH:48][cH:49][cH:50][cH:51]1.[Cl:25][c:26]1[cH:27][c:28]([OH:43])[c:29]([O:32][c:33]2[c:34]([CH:40]3[CH2:41][CH2:42]3)[cH:35][cH:36][cH:37][c:38]2[CH3:39])[n:30][n:31]1.[OH2:44].[c:14]1([CH3:15])[cH:16][cH:17][cH:18][cH:19][cH:20]1.[cH:8]1[cH:9][cH:10][n:11][cH:12][cH:13]1>>[CH3:1][c:2]1[n:3]([C:21](=[O:22])[O:43][c:28]2[cH:27][c:26]([Cl:25])[n:31][n:30][c:29]2[O:32][c:33]2[c:34]([CH:40]3[CH2:41][CH2:42]3)[cH:35][cH:36][cH:37][c:38]2[CH3:39])[c:4]([CH3:7])[cH:5][cH:6]1.